This data is from the Open Reaction Database (ORD), a public repository of structured organic reaction records. The task is: describe an organic reaction: reactants, conditions, products, and yield The reactants are [Cs] (cesium), C(C)(C)C1=C2C(NS(=O)(=O)C2=CC(=C1)O)=O (4-isopropyl-6-hydroxysaccharin), C(C1=CC=CC=C1)Br (benzyl bromide), C(C1=CC=CC=C1)N1S(=O)(=O)C2=CC(=CC(=C2C1=O)C(C)C)O (2-benzyl-4-isopropyl-6-hydroxysaccharin), C(C)N(C(=S)Cl)CC (N,N-diethylthiocarbamyl chloride). Run in CN(C)C=O (DMF). Yields the product C(C1=CC=CC=C1)N1S(=O)(=O)C2=CC(=CC(=C2C1=O)C(C)C)OC(N(CC)CC)=S (2-benzyl-4-isopropyl-6-(N,N-diethylthiocarbamyloxy)saccharin). RXN SMILES: [Cs].C(C1C=C(O)C=C2C=1C(=O)NS2(=O)=O)(C)C.C(Br)C1C=CC=CC=1.[CH2:26]([N:33]1[C:43](=[O:44])[C:42]2[C:37](=[CH:38][C:39]([OH:48])=[CH:40][C:41]=2[CH:45]([CH3:47])[CH3:46])[S:34]1(=[O:36])=[O:35])[C:27]1[CH:32]=[CH:31][CH:30]=[CH:29][CH:28]=1.[CH2:49]([N:51]([CH2:55][CH3:56])[C:52](Cl)=[S:53])[CH3:50]>CN(C=O)C>[CH2:26]([N:33]1[C:43](=[O:44])[C:42]2[C:37](=[CH:38][C:39]([O:48][C:52](=[S:53])[N:51]([CH2:55][CH3:56])[CH2:49][CH3:50])=[CH:40][C:41]=2[CH:45]([CH3:46])[CH3:47])[S:34]1(=[O:36])=[O:35])[C:27]1[CH:28]=[CH:29][CH:30]=[CH:31][CH:32]=1 |^1:0|. Reported procedure: Selective N-benzylation of the cesium salt of 4-isopropyl-6-hydroxysaccharin (Preparation 19) with benzyl bromide and reaction of the 2-benzyl-4-isopropyl-6-hydroxysaccharin with N,N-diethylthiocarbamyl chloride in DMF using the procedure described above in Preparation 12 affords 2-benzyl-4-isopropyl-6-(N,N-diethylthiocarbamyloxy)saccharin which, on heating, rearranges to 2-benzyl-4-isopropyl-6-(N,N-diethylcarbamyl-thio)saccharin. The latter, on hydrolysis with alkali, affords 2-benzyl-4-isoprop... The reactants are BrCC1OCCO1, COc1cc(N)ccc1OCCN1CCCC1, CS(C)=O, [K+], [K+], O=C([O-])[O-]. The product is COc1cc(NCC2OCCO2)ccc1OCCN1CCCC1. Reaction SMILES: [Br:7][CH2:8][CH:9]1[O:10][CH2:11][CH2:12][O:13]1.[CH3:14][O:15][c:16]1[cH:17][c:18]([NH2:30])[cH:19][cH:20][c:21]1[O:22][CH2:23][CH2:24][N:25]1[CH2:26][CH2:27][CH2:28][CH2:29]1.[CH3:31][S:32]([CH3:33])=[O:34].[K+:1].[K+:2].[O-:3][C:4]([O-:5])=[O:6]>>[CH2:8]([CH:9]1[O:10][CH2:11][CH2:12][O:13]1)[NH:30][c:18]1[cH:17][c:16]([O:15][CH3:14])[c:21]([O:22][CH2:23][CH2:24][N:25]2[CH2:26][CH2:27][CH2:28][CH2:29]2)[cH:20][cH:19]1. Reactants: ice water, CN1CC2=C(NC=3C=CC=CC23)CC1 (2-methyl-2,3,4,5-tetrahydro-1H-pyrido[4,3-b]indole), CN(C)C=O (DMF), O1C(C1)C1=CC=NC=C1 (4-(oxiran-2-yl)pyridine), [H-].[Na+] (NaH). Reaction conditions: time 5 minute. The product is CN1CC2=C(N(C=3C=CC=CC23)CC(C)(O)C2=CC=NC=C2)CC1 (1-(2-methyl-3,4-dihydro-1H-pyrido[4,3-b]indol-5(2H)-yl)-2-(pyridin-4-yl)propan-2-ol). RXN SMILES: [CH3:1][N:2]1[CH2:14][CH2:13][C:5]2[NH:6][C:7]3[CH:8]=[CH:9][CH:10]=[CH:11][C:12]=3[C:4]=2[CH2:3]1.[H-].[Na+].[O:17]1[CH2:19][CH:18]1[C:20]1[CH:25]=[CH:24][N:23]=[CH:22][CH:21]=1.[CH3:26]N(C=O)C>>[CH3:1][N:2]1[CH2:14][CH2:13][C:5]2[N:6]([CH2:19][C:18]([C:20]3[CH:25]=[CH:24][N:23]=[CH:22][CH:21]=3)([OH:17])[CH3:26])[C:7]3[CH:8]=[CH:9][CH:10]=[CH:11][C:12]=3[C:4]=2[CH2:3]1 |f:1.2|. Procedure: 2-methyl-2,3,4,5-tetrahydro-1H-pyrido[4,3-b]indole (740 mg, 3.9 mmol) was dissolved in DMF and the mixture stirred for 5 min. NaH (60% in oil) (468 mg, 11.7 mmol) was added and the mixture stirred for 10 min., followed by 4-(oxiran-2-yl)pyridine (1.0 g, 7.9 mmol) and the mixture stirred at RT for 3 h. The progress of reaction was monitored by TLC. The reaction mixture was poured into ice water and filtered. The filtrate was washed with water and concentrated. The residue was recrystallized from ... Starting materials: COC(\C(=C\C(C)C)\C1=CC=C(C=C1)S(=O)(=O)C)=O ((E)-2-(4-(methanesulfonyl)-phenyl)-4-methyl-pentenoic acid methyl ester), [OH-].[Na+] (sodium hydroxide). Run in C(C)O (ethanol). Reaction conditions: temperature 47.5 celsius. Yields the product CS(=O)(=O)C1=CC=C(C=C1)/C(/C(=O)O)=C\C(C)C ((E)-2-(4-(methanesulfonyl)-phenyl)-4-methyl-pentenoic acid). The yield is 92.0%. RXN SMILES: C[O:2][C:3](=[O:19])/[C:4](/[C:9]1[CH:14]=[CH:13][C:12]([S:15]([CH3:18])(=[O:17])=[O:16])=[CH:11][CH:10]=1)=[CH:5]/[CH:6]([CH3:8])[CH3:7].[OH-].[Na+]>C(O)C>[CH3:18][S:15]([C:12]1[CH:11]=[CH:10][C:9](/[C:4](=[CH:5]\[CH:6]([CH3:8])[CH3:7])/[C:3]([OH:19])=[O:2])=[CH:14][CH:13]=1)(=[O:16])=[O:17] |f:1.2|. Reported procedure: A solution of (E)-2-(4-(methanesulfonyl)-phenyl)-4-methyl-pentenoic acid methyl ester (1.83 g, 6.48 mmol) in ethanol (35 mL) was treated with a 1N aqueous sodium hydroxide solution (15 mL). The solution was heated at 45-50° C. for 15 h, at which time, thin layer chromatography analysis of the reaction mixture indicated the absence of starting material. The reaction mixture was concentrated in vacuo to remove ethanol. The residue was diluted with water (50 mL) and extracted with diethyl ether (1×... Starting materials: CN, O=C(Cl)N1CC(Oc2cc(C(F)(F)F)ccc2F)C1, C1CCOC1, O. The product is CNC(=O)N1CC(Oc2cc(C(F)(F)F)ccc2F)C1. Reaction SMILES: [CH3:20][NH2:21].[F:1][c:2]1[c:3]([O:4][CH:5]2[CH2:6][N:7]([C:9](=[O:10])[Cl:11])[CH2:8]2)[cH:12][c:13]([C:16]([F:17])([F:18])[F:19])[cH:14][cH:15]1.[O:22]1[CH2:23][CH2:24][CH2:25][CH2:26]1.[OH2:27]>>[F:1][c:2]1[c:3]([O:4][CH:5]2[CH2:6][N:7]([C:9](=[O:10])[NH:21][CH3:20])[CH2:8]2)[cH:12][c:13]([C:16]([F:17])([F:18])[F:19])[cH:14][cH:15]1. Reactants: B, CO, Nc1ccc2[nH]ncc2c1, [Na+], CCOC(=O)C1CCC(=O)CC1, O=C([O-])O, c1ccncc1. Product: CCOC(=O)C1CCC(Nc2ccc3[nH]ncc3c2)CC1. Reaction SMILES: [BH3:29].[CH3:35][OH:36].[NH2:13][c:14]1[cH:15][c:16]2[cH:17][n:18][nH:19][c:20]2[cH:21][cH:22]1.[Na+:30].[O:1]=[C:2]1[CH2:3][CH2:4][CH:5]([C:8](=[O:9])[O:10][CH2:11][CH3:12])[CH2:6][CH2:7]1.[OH:31][C:32](=[O:33])[O-:34].[n:23]1[cH:24][cH:25][cH:26][cH:27][cH:28]1>>[CH:2]1([NH:13][c:14]2[cH:15][c:16]3[cH:17][n:18][nH:19][c:20]3[cH:21][cH:22]2)[CH2:3][CH2:4][CH:5]([C:8](=[O:9])[O:10][CH2:11][CH3:12])[CH2:6][CH2:7]1.